This data is from the Open Reaction Database (ORD), a public repository of structured organic reaction records. The task is: describe an organic reaction: reactants, conditions, products, and yield Reactants: C(C)(C)(C)C=1N=C(C=2C(N1)=NN(N2)CC2=NON=C2C)N2C[C@H](CC2)O ((S)-1-[5-tert-Butyl-2-(4-methyl-furazan-3-ylmethyl)-2H-[1,2,3]triazolo[4,5-d]pyrimidin-7-yl]-pyrrolidin-3-ol), C(C)(C)(C)C=1N=C(C2=C(N1)NN=N2)N2C[C@H](CC2)OC(C(F)(F)F)=O (Trifluoro-acetic acid (S)-1-(5-tert-butyl-3H-[1,2,3]triazolo[4,5-d]pyrimidin-7-yl)-pyrrolidin-3-yl-ester), ClCC1=NC(=NO1)C (5-(chloromethyl)-3-methyl-1,2,4-oxadiazole). Yields the product C(C)(C)(C)C=1N=C(C=2C(N1)=NN(N2)CC2=NC(=NO2)C)N2C[C@H](CC2)O ((S)-1-[5-tert-Butyl-2-(3-methyl-[1,2,4]oxadiazol-5-ylmethyl)-2H-[1,2,3]triazolo[4,5-d]pyrimidin-7-yl]-pyrrolidin-3-ol). RXN SMILES: [C:1]([C:5]1[N:6]=[C:7]([N:21]2[CH2:25][CH2:24][C@H:23]([OH:26])[CH2:22]2)[C:8]2[C:9](=[N:11][N:12]([CH2:14][C:15]3C(C)=NO[N:16]=3)[N:13]=2)[N:10]=1)([CH3:4])([CH3:3])[CH3:2].C(C1N=C(N2CC[C@H](OC(=O)C(F)(F)F)C2)C2N=NNC=2N=1)(C)(C)C.ClCC1[O:58][N:57]=[C:56]([CH3:59])N=1>>[C:1]([C:5]1[N:6]=[C:7]([N:21]2[CH2:25][CH2:24][C@H:23]([OH:26])[CH2:22]2)[C:8]2[C:9](=[N:11][N:12]([CH2:14][C:15]3[O:58][N:57]=[C:56]([CH3:59])[N:16]=3)[N:13]=2)[N:10]=1)([CH3:2])([CH3:3])[CH3:4]. Reported procedure: In analogy to the procedure described for the synthesis of (S)-1-[5-tert-Butyl-2-(4-methyl-furazan-3-ylmethyl)-2H-[1,2,3]triazolo[4,5-d]pyrimidin-7-yl]-pyrrolidin-3-ol (example 73), the title compound was prepared from Trifluoro-acetic acid (S)-1-(5-tert-butyl-3H-[1,2,3]triazolo[4,5-d]pyrimidin-7-yl)-pyrrolidin-3-yl-ester and 5-(chloromethyl)-3-methyl-1,2,4-oxadiazole and isolated as brown gum. MS (m/e): 359.3 (MH+). Run at time 8 hour. Procedure details: A suspension of 4-chloro-benzo[e][1,3]oxazin-2-one (620 mg, 3.41 mmol, 2.0 eq), 2-amino-5,5-dimethyl-heptanoic acid (4-cyano-1-propyl-piperidin-4-yl)-amide (675 mg, 1.71 mmol, 1.00 eq), and 4-methylmorpholine (NMM) (0.56 mL, 5.09 mmol, 3.00 eq) in acetonitrile (9.0 mL) was stirred at room temperature overnight. The reaction mixture was then concentrated, resuspended in ethyl acetate (50 mL) and washed with saturated Na2CO3 solution. The organic phase was dried (MgSO4) and concentrated and the re... Yield: 15.5%. The reactants are ClC1=NC(OC2=C1C=CC=C2)=O (4-chloro-benzo[e][1,3]oxazin-2-one), C(#N)C1(CCN(CC1)CCC)NC(C(CCC(CC)(C)C)N)=O (2-amino-5,5-dimethyl-heptanoic acid (4-cyano-1-propyl-piperidin-4-yl)-amide), CN1CCOCC1 (4-methylmorpholine). Reaction SMILES: Cl[C:2]1[C:7]2[CH:8]=[CH:9][CH:10]=[CH:11][C:6]=2[O:5][C:4](=[O:12])[N:3]=1.[C:13]([C:15]1([NH:24][C:25](=[O:35])[CH:26]([NH2:34])[CH2:27][CH2:28][C:29]([CH3:33])([CH3:32])[CH2:30][CH3:31])[CH2:20][CH2:19][N:18]([CH2:21][CH2:22][CH3:23])[CH2:17][CH2:16]1)#[N:14].CN1CCOCC1>C(#N)C>[C:13]([C:15]1([NH:24][C:25](=[O:35])[CH:26]([NH:34][C:2]2[C:7]3[CH:8]=[CH:9][CH:10]=[CH:11][C:6]=3[O:5][C:4](=[O:12])[N:3]=2)[CH2:27][CH2:28][C:29]([CH3:33])([CH3:32])[CH2:30][CH3:31])[CH2:16][CH2:17][N:18]([CH2:21][CH2:22][CH3:23])[CH2:19][CH2:20]1)#[N:14]. The solvent is C(C)#N (acetonitrile). Yields the product C(#N)C1(CCN(CC1)CCC)NC(C(CCC(CC)(C)C)NC1=NC(OC2=C1C=CC=C2)=O)=O (5,5-dimethyl-2-(2-oxo-2H-benzo[e][1,3]oxazin-4-ylamino)-heptanoic acid (4-cyano-1-propyl-piperidin-4-yl)-amide). The reactants are COC([C@H](C(C)C)NC(=O)C1=CC(=NO1)C1=CC=C(C=C1)NC(=O)NC1=CC=CC=C1)=O ((S)-3-methyl-2-({3-[4-(3-phenyl-ureido)-phenyl]-isoxazole-5-carbonyl}-amino)-butyric acid methyl ester), [K+].[Br-] (KBr). The product is CC([C@@H](C(=O)O)NC(=O)C1=CC(=NO1)C1=CC=C(C=C1)NC(=O)NC1=CC=CC=C1)C ((S)-3-Methyl-2-({3-[4-(3-phenyl-ureido)-phenyl]-isoxazole-5-carbonyl}-amino)-butyric acid). Isolated yield 83.0%. Reaction SMILES: C[O:2][C:3](=[O:32])[C@@H:4]([NH:8][C:9]([C:11]1[O:15][N:14]=[C:13]([C:16]2[CH:21]=[CH:20][C:19]([NH:22][C:23]([NH:25][C:26]3[CH:31]=[CH:30][CH:29]=[CH:28][CH:27]=3)=[O:24])=[CH:18][CH:17]=2)[CH:12]=1)=[O:10])[CH:5]([CH3:7])[CH3:6].[K+].[Br-]>>[CH3:6][CH:5]([CH3:7])[C@H:4]([NH:8][C:9]([C:11]1[O:15][N:14]=[C:13]([C:16]2[CH:21]=[CH:20][C:19]([NH:22][C:23]([NH:25][C:26]3[CH:27]=[CH:28][CH:29]=[CH:30][CH:31]=3)=[O:24])=[CH:18][CH:17]=2)[CH:12]=1)=[O:10])[C:3]([OH:32])=[O:2] |f:1.2|. Procedure: The title compound was prepared from (S)-3-methyl-2-({3-[4-(3-phenyl-ureido)-phenyl]-isoxazole-5-carbonyl}-amino)-butyric acid methyl ester as set forth in Example 8 and was obtained in 83% yield. Mass (ES+): 423 (M++1); IR (KBr): 3347, 3317, 1708, 1671 (br), 1599, 1547 (br); 1H NMR (DMSO-d6) δ: 0.95 (2×d, 6H), 2.20 (m, 1H), 4.27 (q, 2H), 6.97 (t, 1H), 7.28 (t, 2H), 7.45 (d, 2H), 7.60 (d, 2H), 7.68 (s, 1H), 7.82 (d, 2H), 8.75 (s, 1H), 8.94 (d, 1H), 8.96 (d, 1H). The reactants are CC1=CSC(=N1)N, C1CN(C(=O)OC1)C2=NC(=CC=C2)Br. Reagents/catalysts: C(=O)([O-])[O-].[Cs+].[Cs+], CC1(C2=C(C(=CC=C2)P(C3=CC=CC=C3)C4=CC=CC=C4)OC5=C1C=CC=C5P(C6=CC=CC=C6)C7=CC=CC=C7)C, C1=CC=C(C=C1)/C=C/C(=O)/C=C/C2=CC=CC=C2.C1=CC=C(C=C1)/C=C/C(=O)/C=C/C2=CC=CC=C2.[Pd]. Solvent: CC1=CC=CC=C1. Conditions: temperature 120 celsius. The product is CC1=CSC(=N1)NC2=NC(=CC=C2)N3CCCOC3=O. Yield: 44.0%. Reported procedure: **_September 21 2015_**  4-methylthiazol-2-amine (85 mg, 0.74 mmol), 3-(6-bromopyridin-2-yl)-1,3-oxazinan-2-one (191 mg, 0.74 mmol), 3-(6-bromopyridin-2-yl)-1,3-oxazinan-2-one (191 mg, 0.74 mmol), (9,9-dimethyl-9H-xanthene-4,5-diyl)bis(diphenylphosphine) (43.1 mg, 0.07 mmol) and cesium carbonate (291 mg, 0.89 mmol) in toluene (5 mL) were microwaved at 120 °C under N2 for one hour.  LCMS showed no precursors and 51% of the desired mass MH+291 @ 0.86 min on a 2-min basic run.  The reaction mixture... Reactants: FC=1C=CC(=C(OCCN=[N+]=[N-])C1)OC (2-(5-fluoro-2-methoxy-phenoxy)ethylazide), C1(=CC=CC=C1)P(C1=CC=CC=C1)C1=CC=CC=C1 (triphenylphosphine). Run in O (water), O1CCCC1 (tetrahydrofuran). Reaction conditions: time 18 hour. The product is FC=1C=CC(=C(OCCN)C1)OC (2-(5-Fluoro-2-methoxy-phenoxy)ethylamine). The yield is 89.2%. Reaction SMILES: [F:1][C:2]1[CH:3]=[CH:4][C:5]([O:14][CH3:15])=[C:6]([CH:13]=1)[O:7][CH2:8][CH2:9][N:10]=[N+]=[N-].C1(P(C2C=CC=CC=2)C2C=CC=CC=2)C=CC=CC=1>O1CCCC1.O>[F:1][C:2]1[CH:3]=[CH:4][C:5]([O:14][CH3:15])=[C:6]([CH:13]=1)[O:7][CH2:8][CH2:9][NH2:10]. Procedure: A solution of 2-(5-fluoro-2-methoxy-phenoxy)ethylazide (3.97 g, 0.019 mol) and triphenylphosphine (5.95 g, 0.023 mol) in tetrahydrofuran (80 ml) and water (1.5 ml) was allowed to stir for 18 hours at room temperature. The solvent was removed under vacuum. Chromatography (ethyl acetate) removed triphenylphosphine and triphenylphosphine oxide and (25-50% methanol-ethyl acetate plus ammonium hydroxide) afforded 3.14 g (90%) of product as a clear oil. MS EI m/e 185 (M+) Starting materials: Cl.NO (hydroxylamine hydrochloride), C(C)NC1=NC=CC(=C1)C(C)=O (1-(2-ethylamino-4-pyridyl)-1-ethanone), O (water), [OH-].[Na+] (sodium hydroxide). Run in CO (Methanol). The product is C(C)NC1=NC=CC(=C1)C(C)=NO (1-(2-ethylamino-4-pyridyl)-1-ethanone oxime). Isolated yield 87.0%. As a reaction SMILES: Cl.[NH2:2][OH:3].O.[OH-].[Na+].[CH2:7]([NH:9][C:10]1[CH:15]=[C:14]([C:16](=O)[CH3:17])[CH:13]=[CH:12][N:11]=1)[CH3:8]>CO>[CH2:7]([NH:9][C:10]1[CH:15]=[C:14]([C:16](=[N:2][OH:3])[CH3:17])[CH:13]=[CH:12][N:11]=1)[CH3:8] |f:0.1,3.4|. Procedure: To a mixture of 7 g. (0.1 mole) of hydroxylamine hydrochloride in 40 ml. of water and 50 ml. of 2 N sodium hydroxide was added 11.5 g. (70 mmoles) of 1-(2-ethylamino-4-pyridyl)-1-ethanone, and the resulting mixture heated to boiling. Methanol was carefully added until the mixture became homogeneous. Heating was continued until the mixture became cloudy. The mixture was cooled and the resulting precipitate filtered, washed with water and dried. Recrystallization from toluene gave 10.9 g. (87%) of... Reactants: OC(C(=O)N(C)C)C=1C=NC=C(C1)C=1C=C2C(=NC1)N(C=C2I)COCC[Si](C)(C)C (2-hydroxy-2-{5-[3-iodo-1(2-trimethylsilanyl-ethoxymethyl)-1H-pyrrolo[2,3-b]pyridin-5-yl]-pyridin-3-yl}-N,N-dimethyl-acetamide), C(CCC)[Sn](C=1OC=CN1)(CCCC)CCCC (2-tri-n-butylstannyloxazole). Reagents/catalysts: C=1C=CC(=CC1)[P](C=2C=CC=CC2)(C=3C=CC=CC3)[Pd]([P](C=4C=CC=CC4)(C=5C=CC=CC5)C=6C=CC=CC6)([P](C=7C=CC=CC7)(C=8C=CC=CC8)C=9C=CC=CC9)[P](C=1C=CC=CC1)(C=1C=CC=CC1)C=1C=CC=CC1 (tetrakis(triphenylphosphine)palladium(0)), [Cu]I (CuI). Solvent: CC(=O)N(C)C (DMA). Run at temperature 120 celsius, time 20 minute. Product: OC(C(=O)N(C)C)C=1C=NC=C(C1)C=1C=C2C(=NC1)N(C=C2C=2OC=CN2)COCC[Si](C)(C)C (2-hydroxy-N,N-dimethyl-2-{5-[3-oxazol-2-yl-1(2-trimethylsilanyl-ethoxymethyl)-1H-pyrrolo[2,3-b]pyridin-5-yl]-pyridin-3-yl}-acetamide). The yield is 22.5%. Reaction SMILES: [OH:1][CH:2]([C:8]1[CH:9]=[N:10][CH:11]=[C:12]([C:14]2[CH:15]=[C:16]3[C:22](I)=[CH:21][N:20]([CH2:24][O:25][CH2:26][CH2:27][Si:28]([CH3:31])([CH3:30])[CH3:29])[C:17]3=[N:18][CH:19]=2)[CH:13]=1)[C:3]([N:5]([CH3:7])[CH3:6])=[O:4].C([Sn](CCCC)(CCCC)[C:37]1[O:38][CH:39]=[CH:40][N:41]=1)CCC>CC(N(C)C)=O.C1C=CC([P]([Pd]([P](C2C=CC=CC=2)(C2C=CC=CC=2)C2C=CC=CC=2)([P](C2C=CC=CC=2)(C2C=CC=CC=2)C2C=CC=CC=2)[P](C2C=CC=CC=2)(C2C=CC=CC=2)C2C=CC=CC=2)(C2C=CC=CC=2)C2C=CC=CC=2)=CC=1.[Cu]I>[OH:1][CH:2]([C:8]1[CH:9]=[N:10][CH:11]=[C:12]([C:14]2[CH:15]=[C:16]3[C:22]([C:37]4[O:38][CH:39]=[CH:40][N:41]=4)=[CH:21][N:20]([CH2:24][O:25][CH2:26][CH2:27][Si:28]([CH3:31])([CH3:30])[CH3:29])[C:17]3=[N:18][CH:19]=2)[CH:13]=1)[C:3]([N:5]([CH3:7])[CH3:6])=[O:4] |^1:59,61,80,99|. Procedure: A mixture of 2-hydroxy-2-{5-[3-iodo-1(2-trimethylsilanyl-ethoxymethyl)-1H-pyrrolo[2,3-b]pyridin-5-yl]-pyridin-3-yl}-N,N-dimethyl-acetamide (50 mg, 0.09 mmol), 2-tri-n-butylstannyloxazole (28 ul, 0.14 mmol), tetrakis(triphenylphosphine)palladium(0) (5 mg, 0.004 mmol), CuI (2 mg, 0.009 mmol) in DMA (1 ml) was stirred at 120° C. in a microwave for 20 minutes. The mixture was allowed to cool down to room temperature and then extracted with ethyl acetate (2X). The combined organic layers were extract... Starting materials: CC(=O)OC1OC(COC(=O)c2ccccc2)C(OC(=O)c2ccccc2)C1OC(=O)c1ccccc1, CC#N, Cl[Sn](Cl)(Cl)Cl, c1cncnc1. Product: O=C(OCC1OC(c2ncccn2)C(OC(=O)c2ccccc2)C1OC(=O)c1ccccc1)c1ccccc1. Reaction SMILES: [C:1]([O:2][CH:5]1[CH:6]([O:7][C:8]([c:9]2[cH:10][cH:11][cH:12][cH:13][cH:14]2)=[O:15])[CH:16]([O:17][C:18]([c:19]2[cH:20][cH:21][cH:22][cH:23][cH:24]2)=[O:25])[CH:26]([CH2:28][O:29][C:30]([c:31]2[cH:32][cH:33][cH:34][cH:35][cH:36]2)=[O:37])[O:27]1)(=[O:3])[CH3:4].[CH3:49][C:50]#[N:51].[Cl:44][Sn:45]([Cl:46])([Cl:47])[Cl:48].[cH:38]1[cH:39][n:40][cH:41][n:42][cH:43]1>>[CH:5]1([c:41]2[n:40][cH:39][cH:38][cH:43][n:42]2)[CH:6]([O:7][C:8]([c:9]2[cH:10][cH:11][cH:12][cH:13][cH:14]2)=[O:15])[CH:16]([O:17][C:18]([c:19]2[cH:20][cH:21][cH:22][cH:23][cH:24]2)=[O:25])[CH:26]([CH2:28][O:29][C:30]([c:31]2[cH:32][cH:33][cH:34][cH:35][cH:36]2)=[O:37])[O:27]1. The reactants are ClC1=NC=C(C=C1Br)C(F)(F)F (2-chloro-3-bromo-5-(trifluoromethyl)pyridine), C[O-].[Na+] (sodium methoxide). The solvent is CO (methanol), CO (methanol). Reaction conditions: time 16 hour. Product: BrC=1C(=NC=C(C1)C(F)(F)F)OC (3-Bromo-2-methoxy-5-(trifluoromethyl)pyridine). RXN SMILES: Cl[C:2]1[C:7]([Br:8])=[CH:6][C:5]([C:9]([F:12])([F:11])[F:10])=[CH:4][N:3]=1.[CH3:13][O-:14].[Na+]>CO>[Br:8][C:7]1[C:2]([O:14][CH3:13])=[N:3][CH:4]=[C:5]([C:9]([F:12])([F:11])[F:10])[CH:6]=1 |f:1.2|. Procedure details: A mixture of 7.6 g of 2-chloro-3-bromo-5-(trifluoromethyl)pyridine, 6.2 ml of 25 percent sodium methoxide in methanol (0.027 mol), and 20 ml of anhydrous methanol was prepared and allowed to react at ambient temperature with stirring for 16 hours. The mixture was then poured onto ice and the resulting mixture extracted with ether. The ether extract was extracted with water, dried over sodium sulfate, and concentrated by evaporation under reduced pressure and the residue was purified by distillat... Reactants: CCOCC, O=C(O)C(=O)Nc1ccc2[nH]c(=O)sc2c1, Cc1ccc(OC2CCNCC2)cc1. Product: Cc1ccc(OC2CCN(C(=O)C(=O)Nc3ccc4[nH]c(=O)sc4c3)CC2)cc1. RXN SMILES: [CH2:31]([O:32][CH2:33][CH3:34])[CH3:35].[O:1]=[c:2]1[s:3][c:4]2[c:5]([nH:6]1)[cH:7][cH:8][c:9]([NH:11][C:12]([C:13](=[O:14])[OH:15])=[O:16])[cH:10]2.[c:17]1([CH3:30])[cH:18][cH:19][c:20]([O:23][CH:24]2[CH2:25][CH2:26][NH:27][CH2:28][CH2:29]2)[cH:21][cH:22]1>>[O:1]=[c:2]1[s:3][c:4]2[c:5]([nH:6]1)[cH:7][cH:8][c:9]([NH:11][C:12]([C:13](=[O:15])[N:27]1[CH2:26][CH2:25][CH:24]([O:23][c:20]3[cH:19][cH:18][c:17]([CH3:30])[cH:22][cH:21]3)[CH2:29][CH2:28]1)=[O:16])[cH:10]2.